From a dataset of the Open Reaction Database (ORD), a public repository of structured organic reaction records. describe an organic reaction: reactants, conditions, products, and yield The reactants are CCOC(C)=O, N#Cc1ccc(N)c([N+](=O)[O-])c1. Yields the product N#Cc1ccc(N)c(N)c1. As a reaction SMILES: [CH3:13][CH2:14][O:15][C:16](=[O:17])[CH3:18].[NH2:1][c:2]1[c:3]([N+:10]([O-:11])=[O:12])[cH:4][c:5]([C:6]#[N:7])[cH:8][cH:9]1>>[NH2:1][c:2]1[c:3]([NH2:10])[cH:4][c:5]([C:6]#[N:7])[cH:8][cH:9]1. Product: C(C=C)N1C(NN=C1C=1C=NC=CC1)=O (4-allyl-5-(3-pyridyl)-1,2,4-triazol-3(2H,4H)-one). The reactants are [OH-].[Na+] (sodium hydroxide), C(C=C)NC(NNC(C1=CN=CC=C1)=O)=O (4-allyl-1-nicotinoylsemicarbazide), Cl (hydrochloric acid). Solvent: O (water). Reported procedure: 1M Aqueous sodium hydroxide solution (175 ml) was added over 10 minutes to a stirred suspension of 4-allyl-1-nicotinoylsemicarbazide (17.2 g) in water (100 ml), then the stirred mixture was heated at 90-95° C. for 17 hours, cooled to ambient temperature, and acidified to pH 5 by the addition of 5M hydrochloric acid. The mixture was concentrated in vacuo, and the resulting solid was collected by filtration and dried in vacuo at ambient temperature to give 4-allyl-5-(3-pyridyl)-1,2,4-triazol-3(2H,... Isolated yield 88.6%. Conditions: temperature 92.5 celsius. Reaction SMILES: [OH-].[Na+].[CH2:3]([NH:6][C:7](=[O:18])[NH:8][NH:9][C:10](=O)[C:11]1[CH:16]=[CH:15][CH:14]=[N:13][CH:12]=1)[CH:4]=[CH2:5].Cl>O>[CH2:3]([N:6]1[C:10]([C:11]2[CH:12]=[N:13][CH:14]=[CH:15][CH:16]=2)=[N:9][NH:8][C:7]1=[O:18])[CH:4]=[CH2:5] |f:0.1|. Starting materials: [OH-].[Na+] (NaOH), CSC1=CC=C(C=C1)O (4-(methylthio)phenol), [N+](=O)([O-])C1=C(C=CC(=C1)[N+](=O)[O-])Cl (2,4-dinitrochlorobenzene). Solvent: S1(=O)(=O)CCCC1 (sulfolane). Conditions: temperature 65 celsius. Yields the product CSC1=CC=C(OC2=C(C=C(C=C2)[N+](=O)[O-])[N+](=O)[O-])C=C1 (1-(4-(Methylthio)phenoxy)-2,4-dinitrobenzene). The yield is 97.4%. As a reaction SMILES: [CH3:1][S:2][C:3]1[CH:8]=[CH:7][C:6]([OH:9])=[CH:5][CH:4]=1.[OH-].[Na+].[N+:12]([C:15]1[CH:20]=[C:19]([N+:21]([O-:23])=[O:22])[CH:18]=[CH:17][C:16]=1Cl)([O-:14])=[O:13]>S1(CCCC1)(=O)=O>[CH3:1][S:2][C:3]1[CH:8]=[CH:7][C:6]([O:9][C:16]2[CH:17]=[CH:18][C:19]([N+:21]([O-:23])=[O:22])=[CH:20][C:15]=2[N+:12]([O-:14])=[O:13])=[CH:5][CH:4]=1 |f:1.2|. Procedure: To a solution of 15.4 g (0.110 mole) of 4-(methylthio)phenol dissolved in 150 ml of sulfolane was added 4.40 g (0.110 mole) of NaOH. The mixture was heated to 65° C. and 20.25 g (0.100 mole) of 2,4-dinitrochlorobenzene added and the reaction mixture heated at 65° C. for 3.25 hrs. The product was recovered (29.8 g, 97.4% yield) as described in Example 1 and recrystallized from ethanol, which gave purified 1-(4-(methylthio)phenoxy)-2,4-dinitrobenzene, mp 119°-120.5° C. Reactants: N1C=NC=C1 (imidazole), [H-].[Na+] (sodium hydride), ClC1=C(CO[C@@H]2CCC[C@@H](O2)COS(=O)(=O)C2=CC=C(C)C=C2)C=CC(=C1)Cl (cis-6-(2,4-dichlorobenzyloxy)-2-tosyloxymethyltetrahydropyran). Run in CN(C=O)C (dimethylformamide). Product: ClC1=C(CO[C@@H]2CCC[C@@H](O2)CN2C=NC=C2)C=CC(=C1)Cl (Cis-1-[6-(2,4-dichlorobenzyloxy)tetrahydropyran-2-ylmethyl]imidazole). Yield: 69.0%. RXN SMILES: [NH:1]1[CH:5]=[CH:4][N:3]=[CH:2]1.[H-].[Na+].[Cl:8][C:9]1[CH:34]=[C:33]([Cl:35])[CH:32]=[CH:31][C:10]=1[CH2:11][O:12][C@H:13]1[O:18][C@@H:17]([CH2:19]OS(C2C=CC(C)=CC=2)(=O)=O)[CH2:16][CH2:15][CH2:14]1>CN(C)C=O>[Cl:8][C:9]1[CH:34]=[C:33]([Cl:35])[CH:32]=[CH:31][C:10]=1[CH2:11][O:12][C@H:13]1[O:18][C@@H:17]([CH2:19][N:1]2[CH:5]=[CH:4][N:3]=[CH:2]2)[CH2:16][CH2:15][CH2:14]1 |f:1.2|. Procedure: As in Example 1(b), 16 mg of imidazole, 10 mg of 55% sodium hydride and 70 mg of cis-6-(2,4-dichlorobenzyloxy)-2-tosyloxymethyltetrahydropyran were reacted in dimethylformamide, to give 37 mg of the title compound in the form of a colourless oil. Starting materials: [BH4-], Cl, [Na+], O=C1CCS(=O)(=O)CC1, O. The product is O=S1(=O)CCC(O)CC1. RXN SMILES: [BH4-:10].[ClH:12].[Na+:11].[O:1]=[S:2]1(=[O:9])[CH2:3][CH2:4][C:5](=[O:8])[CH2:6][CH2:7]1.[OH2:13]>>[O:1]=[S:2]1(=[O:9])[CH2:3][CH2:4][CH:5]([OH:8])[CH2:6][CH2:7]1. Starting materials: N(=C=S)C1=CC=C(CC2N(CCN(CCN(CCN(C2)CC(=O)O)CC(=O)O)CC(=O)O)CC(=O)O)C=C1 (2-(4-isothiocyanato benzyl)-1,4,7,10 tetraazacyclo dodecane-1,4,7,10-tetraacetic acid), [N-]=C=S (isothiocyanate), p-SCN Bn DOTA. The product is C1CN(CCN(CCN(CCN1CC(=O)O)CC(=O)O)CC(=O)O)CC(=O)O (DOTA). RXN SMILES: N(C1C=CC(C[CH:9]2[CH2:20][N:19]([CH2:21][C:22]([OH:24])=[O:23])[CH2:18][CH2:17][N:16]([CH2:25][C:26]([OH:28])=[O:27])[CH2:15][CH2:14][N:13]([CH2:29][C:30]([OH:32])=[O:31])[CH2:12][CH2:11][N:10]2[CH2:33][C:34]([OH:36])=[O:35])=CC=1)=C=S.[N-]=C=S>>[CH2:9]1[N:10]([CH2:33][C:34]([OH:36])=[O:35])[CH2:11][CH2:12][N:13]([CH2:29][C:30]([OH:32])=[O:31])[CH2:14][CH2:15][N:16]([CH2:25][C:26]([OH:28])=[O:27])[CH2:17][CH2:18][N:19]([CH2:21][C:22]([OH:24])=[O:23])[CH2:20]1. Procedure details: QFP-phage and control insertless phage were amplified to a high titer for labeling with 64Cu radionuclide via the macrocyclic bifunctional chelator 2-(4-isothiocyanato benzyl)-1,4,7,10 tetraazacyclo dodecane-1,4,7,10-tetraacetic acid (p-SCN-Bn-DOTA) (Macrocyclics, Dallas, Tex.). The isothiocyanate functionality of the p-SCN-Bn-DOTA reacts with primary amino groups on the phage coat protein pVIII to produce a covalent attachment of DOTA to the phage surface (Jakubowski et al. (2008) J Anal At Spe... The reactants are C(C1=CC=CC=C1)#N (benzonitrile), C(O)(O)=O.NC(=N)N (guanidine carbonate), O (water), C(C)(=O)OCC (ethyl acetate). Run in CC(=O)N(C)C (dimethyl acetamide). Product: N1=C(C=CC=C1)C(C)OC1=C2C(=NC(=NC2=CC=C1)N)N (5-(1-pyridin-2-ylethoxy)quinazoline-2,4-diamine). RXN SMILES: [C:1](#[N:8])[C:2]1[CH:7]=[CH:6][CH:5]=[CH:4][CH:3]=1.[C:9](=[O:12])(O)O.[NH2:13][C:14]([NH2:16])=[NH:15].O.C(O[CH2:22][CH3:23])(=O)C>CC(N(C)C)=O>[N:8]1[CH:1]=[CH:2][CH:7]=[CH:6][C:5]=1[CH:4]([O:12][C:9]1[CH:23]=[CH:22][CH:4]=[C:3]2[C:2]=1[C:1]([NH2:8])=[N:15][C:14]([NH2:16])=[N:13]2)[CH3:3] |f:1.2|. Procedure details: The previous benzonitrile (30.2 mg; 0.12 mmol) and guanidine carbonate (45 mg; 2.5 mmol) were heated at 120° C. in dimethyl acetamide for 4 hours. The reaction mixture was cooled to room temperature and water and ethyl acetate added. Extracted with ethyl acetate and solvent removed to yield 25 milligrams of 5-(1-pyridin-2-ylethoxy)quinazoline-2,4-diamine.